Dataset: the Open Reaction Database (ORD), a public repository of structured organic reaction records. Task: describe an organic reaction: reactants, conditions, products, and yield Reactants: ClC1=C(C(=CC=C1)Cl)N=C1N(CCN1)OCCCC(=O)OCC (ethyl 4-{[2-[(2,6-dichlorophenyl)imino]-1-imidazolidinyl]oxy}butyrate), [OH-].[Na+] (caustic soda). Solvent: C(C)O (ethanol). Reaction conditions: time 8 hour. Product: ClC1=C(C(=CC=C1)Cl)N=C1N(CCN1)OCCCC(=O)O (4-{[2-[(2,6-dichlorophenyl)imino]-1-imidazolidinyl]oxy}-butyric acid). RXN SMILES: [Cl:1][C:2]1[CH:7]=[CH:6][CH:5]=[C:4]([Cl:8])[C:3]=1[N:9]=[C:10]1[NH:14][CH2:13][CH2:12][N:11]1[O:15][CH2:16][CH2:17][CH2:18][C:19]([O:21]CC)=[O:20].[OH-].[Na+]>C(O)C>[Cl:1][C:2]1[CH:7]=[CH:6][CH:5]=[C:4]([Cl:8])[C:3]=1[N:9]=[C:10]1[NH:14][CH2:13][CH2:12][N:11]1[O:15][CH2:16][CH2:17][CH2:18][C:19]([OH:21])=[O:20] |f:1.2|. Procedure: 4.80 g. of ethyl 4-{[2-[(2,6-dichlorophenyl)imino]-1-imidazolidinyl]oxy}butyrate are dissolved in 100 ml. of ethanol, 26.6 ml. of 1 N caustic soda solution are added at room temperature and the mixture is left to stand overnight. The solution is then neutralized with 26.6 ml. of 1 N hydrochloric acid and evaporated in vacuo. The dried residue is digested with a hot 1:1:1 mixture of acetonitrile/ethyl acetate/chloroform. The salt is then filtered off from the solution and the filtrate is evaporat... The reactants are 17.7, SC1=NNC(=N1)C1=CC=CC=C1 (3-mercapto-5-phenyl-1,2,4-triazole), C(CCC)NCCCC (di-n-butylamine). Run in C(C)O (ethyl alcohol). Reaction conditions: temperature 23 celsius. Yields the product C1(=CC=CC=C1)C1=NC(=NN1)[S-].C(CCC)[NH2+]CCCC (N,N-di-n-butylammonium 5-phenyl-1,2,4-triazole-3-thiolate). Isolated yield 61.0%. Reaction SMILES: [SH:1][C:2]1[N:6]=[C:5]([C:7]2[CH:12]=[CH:11][CH:10]=[CH:9][CH:8]=2)[NH:4][N:3]=1.[CH2:13]([NH:17][CH2:18][CH2:19][CH2:20][CH3:21])[CH2:14][CH2:15][CH3:16]>C(O)C>[C:7]1([C:5]2[NH:4][N:3]=[C:2]([S-:1])[N:6]=2)[CH:8]=[CH:9][CH:10]=[CH:11][CH:12]=1.[CH2:13]([NH2+:17][CH2:18][CH2:19][CH2:20][CH3:21])[CH2:14][CH2:15][CH3:16] |f:3.4|. Reported procedure: A mixture of 17.7 parts of 3-mercapto-5-phenyl-1,2,4-triazole, 12.9 parts of di-n-butylamine and 50 parts by volume of ethyl alcohol was heated at reflux temperature for one and a half hours. On cooling to 23° C., the product precipitated and this was filtered, washed with ethyl alcohol and dried, yielding 61 percent of N,N-di-n-butylammonium 5-phenyl-1,2,4-triazole-3-thiolate which had a melting point of 133°-137° C. and the following elemental analysis: Starting materials: C(C)(C)(C)C1=CC=C(C=C1)S(=O)(=O)NC1=NC=NC(=C1OC1=C(C=CC=C1)OC)OCCN (4-tert.-butyl-N-[6-(2-aminoethoxy)-5-(o-methoxy-phenoxy)-4-pyrimidinyl]-benzene sulfonamide), BrC1=CC=C(C=C1)S(=O)(=O)Cl (4-bromobenzenesulfonylchloride). Yields the product C(C)(C)(C)C1=CC=C(C=C1)S(=O)(=O)NC1=NC=NC(=C1OC1=C(C=CC=C1)OC)OCCNS(=O)(=O)C1=CC=C(C=C1)Br (4-tert.-butyl-N-{6-[2-(4-bromobenzenesulfonyl-amino)-ethoxy]-5-(o-methoxy-phenoxy)-pyrimidin-4-yl}-benzenesulfonamide). Yield: 72.4%. RXN SMILES: [C:1]([C:5]1[CH:10]=[CH:9][C:8]([S:11]([NH:14][C:15]2[C:20]([O:21][C:22]3[CH:27]=[CH:26][CH:25]=[CH:24][C:23]=3[O:28][CH3:29])=[C:19]([O:30][CH2:31][CH2:32][NH2:33])[N:18]=[CH:17][N:16]=2)(=[O:13])=[O:12])=[CH:7][CH:6]=1)([CH3:4])([CH3:3])[CH3:2].[Br:34][C:35]1[CH:40]=[CH:39][C:38]([S:41](Cl)(=[O:43])=[O:42])=[CH:37][CH:36]=1>>[C:1]([C:5]1[CH:10]=[CH:9][C:8]([S:11]([NH:14][C:15]2[C:20]([O:21][C:22]3[CH:27]=[CH:26][CH:25]=[CH:24][C:23]=3[O:28][CH3:29])=[C:19]([O:30][CH2:31][CH2:32][NH:33][S:41]([C:38]3[CH:39]=[CH:40][C:35]([Br:34])=[CH:36][CH:37]=3)(=[O:43])=[O:42])[N:18]=[CH:17][N:16]=2)(=[O:12])=[O:13])=[CH:7][CH:6]=1)([CH3:4])([CH3:2])[CH3:3]. Procedure: According to Example 4a) 100 mg 4-tert.-butyl-N-[6-(2-aminoethoxy)-5-(o-methoxy-phenoxy)-4-pyrimidinyl]-benzene sulfonamide was reacted with 166 mg 4-bromobenzenesulfonylchloride to give 106 mg 4-tert.-butyl-N-{6-[2-(4-bromobenzenesulfonyl-amino)-ethoxy]-5-(o-methoxy-phenoxy)-pyrimidin-4-yl}-benzenesulfonamide. LC-MS: tR=5.95 min, [M−1]−=691.41.